From a dataset of the Open Reaction Database (ORD), a public repository of structured organic reaction records. describe an organic reaction: reactants, conditions, products, and yield Reactants: CCOC(C)=O, CC(=O)[O-], CC(=O)C=O, CC(=O)[O-], O, CC(=O)CO, [Zn+2]. The product is CC(=O)C(O)C(O)C(C)=O. As a reaction SMILES: [CH3:12][CH2:13][O:14][C:15](=[O:16])[CH3:17].[CH3:19][C:20](=[O:21])[O-:22].[CH3:1][C:2](=[O:3])[CH:4]=[O:5].[CH3:23][C:24](=[O:25])[O-:26].[OH2:6].[OH:7][CH2:8][C:9]([CH3:10])=[O:11].[Zn+2:18]>>[CH3:1][C:2](=[O:3])[CH:4]([OH:5])[CH:8]([OH:6])[C:9]([CH3:10])=[O:11].